Task: describe an organic reaction: reactants, conditions, products, and yield. Dataset: the Open Reaction Database (ORD), a public repository of structured organic reaction records Reactants: [N+](=O)([O-])C1=C(C=CC=C1)N=NC1=C(C(=CC(=C1)C(C)(C)CC)C(C)(C)CC)O (2-nitro-2'-hydroxy-3',5'-di-tert-amylazobenzene), [N+](=O)([O-])C1=C(C=CC=C1)N=NC1=C(C=CC(=C1)C)O (2-nitro-2'-hydroxy-5'-methylazobenzene). Reagents/catalysts: [Mo] (molybdenum), [Ni] (Raney nickel). The product is OC1=C(C=C(C=C1)C)N1N=C2C(=N1)C=CC=C2 (2-(2-Hydroxy-5-methylphenyl)-2H-benzotriazole). Yield: 60.3%. RXN SMILES: [N+:1]([C:4]1[CH:9]=[CH:8][CH:7]=[CH:6][C:5]=1[N:10]=[N:11][C:12]1[CH:17]=[C:16]([C:18](CC)(C)C)[CH:15]=[C:14](C(CC)(C)C)[C:13]=1[OH:28])([O-])=O.[N+](C1C=CC=CC=1N=NC1C=C(C)C=CC=1O)([O-])=O>[Ni].[Mo]>[OH:28][C:13]1[CH:14]=[CH:15][C:16]([CH3:18])=[CH:17][C:12]=1[N:11]1[N:1]=[C:4]2[CH:9]=[CH:8][CH:7]=[CH:6][C:5]2=[N:10]1. Procedure details: When using the procedure of Example 1, the 2-nitro-2'-hydroxy-3',5'-di-tert-amylazobenzene was replaced by an equivalent amount of 2-nitro-2'-hydroxy-5'-methylazobenzene and a total of 9% molybdenum-promoted Raney nickel catalyst was used, the above named compound was obtained in a 60.3% yield. The reactants are C(CCCC#C)(=O)O (5-hexynoic acid), [N+](=[N-])=C (diazomethane). Product: C(CCCC#C)(=O)OC (methyl 5-hexynoate). Reaction SMILES: [C:1]([OH:8])(=[O:7])[CH2:2][CH2:3][CH2:4][C:5]#[CH:6].[N+](=[CH2:11])=[N-]>>[C:1]([O:8][CH3:11])(=[O:7])[CH2:2][CH2:3][CH2:4][C:5]#[CH:6]. Procedure details: The starting material methyl 5-hexynoate was prepared by the reaction of 5-hexynoic acid with diazomethane according to Method E above. Starting materials: ClCC(=O)N1C=2N(C(=CC1)C1=CC(=CC=C1)C(F)(F)F)C=NC2C#N (1-(chloroacetyl)-1,2-dihydro-4-[3-(trifluoromethyl)phenyl]imidazo[1,5-a]pyrimidine-8-carbonitrile), ClC1=CC=C(C(C2=CC=CC=C2)N2CCNCC2)C=C1 (N-(p-chlorobenzhydryl)piperazine), CN(C1=CC=CC2=CC=CC(=C12)N(C)C)C (1,8-bis(dimethylamino)naphthalene), CN(C1=CC=CC2=CC=CC(=C12)N(C)C)C (N,N,N',N'-tetramethyl-1,8-naphthalenediamine). Run in C1(=CC=CC=C1)C (toluene), C(C)(=O)OCC (ethyl acetate). The product is ClC1=CC=C(C=C1)C(N1CCN(CC1)CC(=O)N1C=2N(C(=CC1)C1=CC(=CC=C1)C(F)(F)F)C=NC2C#N)C2=CC=CC=C2 (1-[[4-[(4-Chlorophenyl)phenylmethyl]-1-piperazinyl]acetyl]-1,2-dihydro-4-[3-(trifluoromethyl)phenyl]imidazo[1,5-a]pyrimidine-8-carbonitrile). The yield is 77.7%. Reaction SMILES: Cl[CH2:2][C:3]([N:5]1[CH2:10][CH:9]=[C:8]([C:11]2[CH:16]=[CH:15][CH:14]=[C:13]([C:17]([F:20])([F:19])[F:18])[CH:12]=2)[N:7]2[CH:21]=[N:22][C:23]([C:24]#[N:25])=[C:6]12)=[O:4].[Cl:26][C:27]1[CH:45]=[CH:44][C:30]([CH:31]([N:38]2[CH2:43][CH2:42][NH:41][CH2:40][CH2:39]2)[C:32]2[CH:37]=[CH:36][CH:35]=[CH:34][CH:33]=2)=[CH:29][CH:28]=1.CN(C)C1C2C(=CC=CC=2N(C)C)C=CC=1>C1(C)C=CC=CC=1.C(OCC)(=O)C>[Cl:26][C:27]1[CH:28]=[CH:29][C:30]([CH:31]([C:32]2[CH:33]=[CH:34][CH:35]=[CH:36][CH:37]=2)[N:38]2[CH2:39][CH2:40][N:41]([CH2:2][C:3]([N:5]3[CH2:10][CH:9]=[C:8]([C:11]4[CH:16]=[CH:15][CH:14]=[C:13]([C:17]([F:20])([F:18])[F:19])[CH:12]=4)[N:7]4[CH:21]=[N:22][C:23]([C:24]#[N:25])=[C:6]34)=[O:4])[CH2:42][CH2:43]2)=[CH:44][CH:45]=1. Reported procedure: A mixture of 1.53 g of 1-(chloroacetyl)-1,2-dihydro-4-[3-(trifluoromethyl)phenyl]imidazo[1,5-a]pyrimidine-8-carbonitrile, 1.32 g of N-(p-chlorobenzhydryl)piperazine and 990 mg of [1,8-bis(dimethylamino)naphthalene, N,N,N',N'-tetramethyl-1,8-naphthalenediamine] in 60 ml of toluene was stirred and heated at reflux for 17 hours. The reaction mixture was filtered hot. The filtrate was cooled, then shaken with 50.0 ml of 1N sodium hydroxide and worked up by the procedure of Example 7 to obtain a visc... Reactants: solution, Cl (hydrogen chloride), COC=1C=C(C=CC1)CCC1=C(OC2CCN(CC2)C)C=CC=C1 (4-{2-[2-(3-methoxyphenyl)ethyl]phenoxy}-1-methylpiperidine). Solvent: O1CCOCC1 (dioxane), C(C)(=O)OCC (ethyl acetate). Product: Cl.COC=1C=C(C=CC1)CCC1=C(OC2CCN(CC2)C)C=CC=C1 (4-{2-[2-(3-Methoxyphenyl)ethyl]phenoxy}-1-methylpiperidine hydrochloride). The yield is 69.0%. RXN SMILES: [ClH:1].[CH3:2][O:3][C:4]1[CH:5]=[C:6]([CH2:10][CH2:11][C:12]2[CH:25]=[CH:24][CH:23]=[CH:22][C:13]=2[O:14][CH:15]2[CH2:20][CH2:19][N:18]([CH3:21])[CH2:17][CH2:16]2)[CH:7]=[CH:8][CH:9]=1>O1CCOCC1.C(OCC)(=O)C>[ClH:1].[CH3:2][O:3][C:4]1[CH:5]=[C:6]([CH2:10][CH2:11][C:12]2[CH:25]=[CH:24][CH:23]=[CH:22][C:13]=2[O:14][CH:15]2[CH2:20][CH2:19][N:18]([CH3:21])[CH2:17][CH2:16]2)[CH:7]=[CH:8][CH:9]=1 |f:4.5|. Procedure: 0.2 ml of a 4N solution of hydrogen chloride in dioxane was added dropwise to a solution of 220 mg of 4-{2-[2-(3-methoxyphenyl)ethyl]phenoxy}-1-methylpiperidine [prepared as described in step (a) above] in 20 ml of ethyl acetate, and the mixture was allowed to stand at room temperature. The crystals which precipitated were collected by filtration and dried in vacuo, to give 170 mg (yield 69%) of the title compound as colorless crystals, melting at 147°-148° C. Starting materials: O=[O+][O-] (O3), C(C)(C)(C)OC(NC(CC=C)(C(F)F)C1=C(C=CC(=C1)Br)F)=O ([1-(5-bromo-2-fluoro-phenyl)-1-difluoromethyl-but-3-enyl]-carbamic acid tert-butyl ester), C(=O)(O)[O-].[Na+] (NaHCO3), [BH4-].[Na+] (NaBH4). Run in O=O (oxygen), C(Cl)Cl (DCM), CO (MeOH). Reaction conditions: temperature -75 celsius, time 10 minute. Product: C(C)(C)(C)OC(NC(CCO)(C(F)F)C1=C(C=CC(=C1)Br)F)=O ([1-(5-Bromo-2-fluoro-phenyl)-1-difluoromethyl-3-hydroxy-propyl]-carbamic acid tert-butyl ester). Yield: 92.0%. Reaction SMILES: [C:1]([O:5][C:6](=[O:23])[NH:7][C:8]([C:15]1[CH:20]=[C:19]([Br:21])[CH:18]=[CH:17][C:16]=1[F:22])([CH:12]([F:14])[F:13])[CH2:9][CH:10]=C)([CH3:4])([CH3:3])[CH3:2].C([O-])(O)=[O:25].[Na+].O=[O+][O-].[BH4-].[Na+]>C(Cl)Cl.CO.O=O>[C:1]([O:5][C:6](=[O:23])[NH:7][C:8]([C:15]1[CH:20]=[C:19]([Br:21])[CH:18]=[CH:17][C:16]=1[F:22])([CH:12]([F:14])[F:13])[CH2:9][CH2:10][OH:25])([CH3:4])([CH3:3])[CH3:2] |f:1.2,4.5|. Procedure: A suspension of [1-(5-bromo-2-fluoro-phenyl)-1-difluoromethyl-but-3-enyl]-carbamic acid tert-butyl ester (5.11 g, 12.96 mmol) and NaHCO3 (1.63 g, 19.44 mmol) in 90 ml DCM and 30 ml MeOH was cooled to −75° C. A mixture of O3 in oxygen gas was introduced till the blue color persisted. The excess ozone was removed by bubbling through oxygen gas for 10 minutes. NaBH4 (0.981 g, 25.9 mmol) was added as a solid in three portions. The mixture was stirred 10 min at −75° C. and then allowed to warm to 0° ... Starting materials: NCCC(C)(C)NC(OC(C)(C)C)=O (tert-butyl (3-amino-1,1-dimethyl-propyl)-carbamate), O1C(NC2=C1C=CC=C2)=O (benzoxazol-2-one), gas, [H-].[Na+] (sodium hydride), C(O)([O-])=O.[Na+] (sodium hydrogen carbonate). The reagents and catalysts are [I-].C(CCC)[N+](CCCC)(CCCC)CCCC (tetrabutylammonium iodide). Run in C(C)(=O)OCC (Ethyl acetate), CN1CCCN(C1=O)C (DMPU). Yields the product CC(CCN1C(OC2=C1C=CC=C2)=O)(C)NC(OC(C)(C)C)=O (tert-butyl [1,1-dimethyl-3-(2-oxo-benzooxazol-3-yl)-propyl]-carbamate). RXN SMILES: [O:1]1[C:5]2[CH:6]=[CH:7][CH:8]=[CH:9][C:4]=2[NH:3][C:2]1=[O:10].[H-].[Na+].N[CH2:14][CH2:15][C:16]([NH:19][C:20](=[O:26])[O:21][C:22]([CH3:25])([CH3:24])[CH3:23])([CH3:18])[CH3:17].C(=O)([O-])O.[Na+]>CN1C(=O)N(C)CCC1.[I-].C([N+](CCCC)(CCCC)CCCC)CCC.C(OCC)(=O)C>[CH3:18][C:16]([NH:19][C:20](=[O:26])[O:21][C:22]([CH3:25])([CH3:24])[CH3:23])([CH3:17])[CH2:15][CH2:14][N:3]1[C:4]2[CH:9]=[CH:8][CH:7]=[CH:6][C:5]=2[O:1][C:2]1=[O:10] |f:1.2,4.5,7.8|. Reported procedure: 4.0 g (29.6 mmol) benzoxazol-2-one are dissolved in 40 mL DMPU and cooled with an ice bath. Under protective gas 897 mg (95%; 35.5 mmol) sodium hydride are added batchwise to this solution. The reaction mixture is heated to ambient temperature and then stirred for another hour. 9.85 g (44.4 mmol) tert-butyl (3-amino-1,1-dimethyl-propyl)-carbamate and 1.97 g (5.3 mmol) tetrabutylammonium iodide are added and the mixture is stirred overnight. The reaction is stopped by the careful addition of sodi... Starting materials: [Sn] (Tin), C(C)C1=CC=C(C(=O)C2=C(C(=O)O)C=CC=C2)C=C1 (2-(4-ethylbenzoyl)benzoic acid), Cl (hydrochloric acid). Solvent: C(C)(=O)O (acetic acid). The product is C(C)C1=CC=C(CC2=C(C(=O)O)C=CC=C2)C=C1 (2-(4-ethylbenzyl)benzoic acid). Reaction SMILES: [Sn].[CH2:2]([C:4]1[CH:20]=[CH:19][C:7]([C:8]([C:10]2[CH:18]=[CH:17][CH:16]=[CH:15][C:11]=2[C:12]([OH:14])=[O:13])=O)=[CH:6][CH:5]=1)[CH3:3].Cl>C(O)(=O)C>[CH2:2]([C:4]1[CH:20]=[CH:19][C:7]([CH2:8][C:10]2[CH:18]=[CH:17][CH:16]=[CH:15][C:11]=2[C:12]([OH:14])=[O:13])=[CH:6][CH:5]=1)[CH3:3] |^3:0|. Procedure details: (b.2) (Alternative reduction procedure) Tin powder (15 g) is added to a solution of 2-(4-ethylbenzoyl)benzoic acid (3 g) in acetic acid (50 ml). Concentrated hydrochloric acid (5 ml) is added and the mixture is refluxed for 3 hours, then decanted from the undissolved tin, cooled, and diluted with water to afford a precipitate of 2-(4-ethylbenzyl)benzoic acid. Starting materials: CC1CC2C3CCC4=CC(=O)CCC4(C)C3=CCC2(C)C1(O)C(=O)COC(=O)c1ccccc1, O=C([O-])[O-], CC(=O)O, CO, [K+], [K+], O. Product: CC1CC2C3CCC4=CC(=O)CCC4(C)C3=CCC2(C)C1(O)C(=O)CO. As a reaction SMILES: [C:1](=[O:2])([c:3]1[cH:4][cH:5][cH:6][cH:7][cH:8]1)[O:9][CH2:10][C:11]([C:12]1([OH:33])[CH:13]([CH3:32])[CH2:14][CH:15]2[CH:16]3[CH2:17][CH2:18][C:19]4=[CH:20][C:21](=[O:31])[CH2:22][CH2:23][C:24]4([CH3:25])[C:26]3=[CH:27][CH2:28][C:29]12[CH3:30])=[O:34].[C:35](=[O:36])([O-:37])[O-:38].[CH3:41][C:42](=[O:43])[OH:44].[CH3:45][OH:46].[K+:39].[K+:40].[OH2:47]>>[OH:9][CH2:10][C:11]([C:12]1([OH:33])[CH:13]([CH3:32])[CH2:14][CH:15]2[CH:16]3[CH2:17][CH2:18][C:19]4=[CH:20][C:21](=[O:31])[CH2:22][CH2:23][C:24]4([CH3:25])[C:26]3=[CH:27][CH2:28][C:29]12[CH3:30])=[O:34]. The reactants are CC(C)(C)c1cc2ncc(Br)cn2n1, C#Cc1ccc(OC)cc1. Yields the product COc1ccc(C#Cc2cnc3cc(C(C)(C)C)nn3c2)cc1. Reaction SMILES: [Br:1][c:2]1[cH:3][n:4][c:5]2[n:6]([cH:7]1)[n:8][c:9]([C:11]([CH3:12])([CH3:13])[CH3:14])[cH:10]2.[C:15](#[CH:16])[c:17]1[cH:18][cH:19][c:20]([O:23][CH3:24])[cH:21][cH:22]1>>[c:2]1([C:16]#[C:15][c:17]2[cH:18][cH:19][c:20]([O:23][CH3:24])[cH:21][cH:22]2)[cH:3][n:4][c:5]2[n:6]([cH:7]1)[n:8][c:9]([C:11]([CH3:12])([CH3:13])[CH3:14])[cH:10]2. The reactants are 10, C(C)OC1=CC2=C(N3C(S2)=NCC3)C=C1 (7-ethoxy-2,3-dihydroimidazo[2,1-b]benzothiazole), Br (hydrobromic acid). The solvent is C(C)(=O)O (acetic acid). Product: Br.N=1CCN2C1SC1=C2C=CC(=C1)O (2,3-dihydroimidazo[2,1-b]benzothiazol-7-ol monohydrobromide). As a reaction SMILES: C([O:3][C:4]1[CH:15]=[CH:14][C:7]2[N:8]3[CH2:13][CH2:12][N:11]=[C:9]3[S:10][C:6]=2[CH:5]=1)C.[BrH:16]>C(O)(=O)C>[BrH:16].[N:11]1[CH2:12][CH2:13][N:8]2[C:7]3[CH:14]=[CH:15][C:4]([OH:3])=[CH:5][C:6]=3[S:10][C:9]=12 |f:3.4|. Reported procedure: A mixture of 10 parts of 7-ethoxy-2,3-dihydroimidazo[2,1-b]benzothiazole and 150 parts of hydrobromic acid solution 48% in glacial acetic acid is stirred and refluxed overnight. The reaction mixture is evaporated. The solid residue is washed with ethanol and crystallized from ethanol 80%. The product is filtered off and dried, yielding 8 parts of 2,3-dihydroimidazo[2,1-b]benzothiazol-7-ol monohydrobromide; mp. 259.9° C.